From a dataset of the Open Reaction Database (ORD), a public repository of structured organic reaction records. describe an organic reaction: reactants, conditions, products, and yield Reported procedure: A 15.0 ml portion of N,N-dimethylbenzenemethanamine and 300 ml of ether were mixed under a nitrogen atmosphere. A 58 ml portion of 2.6M butyl lithium in hexane was added and this mixture was stirred, under nitrogen for 30 hours. A mixture of 27.0 ml of diphenylphosphine chloride in 60 ml of ether was added dropwise and the mixture was stirred overnight. Water was added, the organic layer was separated and extracted twice with dilute hydrochloric acid. The combined acid extracts were basified wit... The solvent is CCCCCC (hexane), CCOCC (ether), CCOCC (ether). Yields the product 15.9, C1(=CC=CC=C1)P(C1=C(C=CC=C1)CN(C)C)C1=CC=CC=C1 (2-(diphenylphosphino)-N,N-dimethylbenzenemethanamine). RXN SMILES: [CH3:1][N:2]([CH3:10])[CH2:3][C:4]1[CH:9]=[CH:8][CH:7]=[CH:6][CH:5]=1.C([Li])CCC.[Cl-].[C:17]1([PH:23][C:24]2[CH:29]=[CH:28][CH:27]=[CH:26][CH:25]=2)[CH:22]=[CH:21][CH:20]=[CH:19][CH:18]=1.O>CCCCCC.CCOCC>[C:24]1([P:23]([C:17]2[CH:18]=[CH:19][CH:20]=[CH:21][CH:22]=2)[C:5]2[CH:6]=[CH:7][CH:8]=[CH:9][C:4]=2[CH2:3][N:2]([CH3:10])[CH3:1])[CH:25]=[CH:26][CH:27]=[CH:28][CH:29]=1 |f:2.3|. Reaction conditions: time 30 hour. Reactants: C(CCC)[Li] (butyl lithium), [Cl-].C1(=CC=CC=C1)PC1=CC=CC=C1 (diphenylphosphine chloride), O (Water), CN(CC1=CC=CC=C1)C (N,N-dimethylbenzenemethanamine). The reactants are B, COc1cc2ncnc(Oc3ccc(NC(=O)COc4ccccc4C)cc3)c2cc1OC, Cl, [Na+], C1CCOC1, C1CCOC1, [OH-]. Product: COc1cc2ncnc(Oc3ccc(NCCOc4ccccc4C)cc3)c2cc1OC. RXN SMILES: [BH3:39].[CH3:1][O:2][c:3]1[cH:4][c:5]2[c:6]([O:15][c:16]3[cH:17][cH:18][c:19]([NH:22][C:23]([CH2:24][O:25][c:26]4[c:27]([CH3:32])[cH:28][cH:29][cH:30][cH:31]4)=[O:33])[cH:20][cH:21]3)[n:7][cH:8][n:9][c:10]2[cH:11][c:12]1[O:13][CH3:14].[ClH:40].[Na+:42].[O:34]1[CH2:35][CH2:36][CH2:37][CH2:38]1.[O:43]1[CH2:44][CH2:45][CH2:46][CH2:47]1.[OH-:41]>>[CH3:1][O:2][c:3]1[cH:4][c:5]2[c:6]([O:15][c:16]3[cH:17][cH:18][c:19]([NH:22][CH2:23][CH2:24][O:25][c:26]4[c:27]([CH3:32])[cH:28][cH:29][cH:30][cH:31]4)[cH:20][cH:21]3)[n:7][cH:8][n:9][c:10]2[cH:11][c:12]1[O:13][CH3:14]. Reactants: NaCl--17, NaCl--17, mirabilite, [Cl-].[K+] (potassium chloride), S(=O)(=O)([O-])[O-] (sulfate), glaserite solution, [O-]S(=O)(=O)[O-].[Na+].[Na+] (Na2SO4), [O-]S(=O)(=O)[O-].[Na+].[Na+] (Na2SO4), [Cl-].[K+] (potassium chloride), NaCl--9, mirabilite, S(=O)(=O)([O-])[O-] (sulfate), mirabilite, [Cl-] (chloride), [O-]S(=O)(=O)[O-].[Na+].[Na+] (Na2SO4). Product: S(=O)(=O)([O-])[O-].[K+].[K+] (potassium sulfate), S(=O)(=O)([O-])[O-] (sulfate). Reaction SMILES: [Cl-].[K+:2].[S:3]([O-:7])([O-:6])(=[O:5])=[O:4].[O-:8][S:9]([O-:12])(=[O:11])=[O:10].[Na+].[Na+].[Cl-]>>[S:3]([O-:7])([O-:6])(=[O:5])=[O:4].[K+:2].[K+:2].[S:9]([O-:12])([O-:11])(=[O:10])=[O:8] |f:0.1,3.4.5,7.8.9|. Reported procedure: Used as the starting sulfate-containing material to produce potassium sulfate was mirabilite (Na2SO4.10H2O). To 1.883 kg of mirabilite were added 0.100 kg of potassium chloride, 1.918 kg of a concentrated sulfate solution of the following composition, in % by weight: Na2SO4 --2to 3; KCl--24 to 25; NaCl--9 to 10; H2O--the balance, 3.440 kg of a sulfate suspension containing 0.598 kg of mirabilite and 2.858 kg of a concentrated chloride solution of the following composition, in % by weight: Na2SO4...